This data is from the Open Reaction Database (ORD), a public repository of structured organic reaction records. The task is: describe an organic reaction: reactants, conditions, products, and yield Reactants: CCOC(C)=O, CC1CC(C#N)(c2cccc(Sc3ccc(-c4ccnn4C)cc3)c2F)CCO1, OC(C(F)(F)F)C(F)(F)F, OO. The product is CC1CC(C#N)(c2cccc(S(=O)c3ccc(-c4ccnn4C)cc3)c2F)CCO1. As a reaction SMILES: [CH3:42][CH2:43][O:44][C:45](=[O:46])[CH3:47].[F:1][c:2]1[c:3]([C:21]2([C:28]#[N:29])[CH2:22][CH:23]([CH3:27])[O:24][CH2:25][CH2:26]2)[cH:4][cH:5][cH:6][c:7]1[S:8][c:9]1[cH:10][cH:11][c:12](-[c:15]2[cH:16][cH:17][n:18][n:19]2[CH3:20])[cH:13][cH:14]1.[F:32][C:33]([F:34])([F:35])[CH:36]([OH:37])[C:38]([F:39])([F:40])[F:41].[OH:30][OH:31]>>[F:1][c:2]1[c:3]([C:21]2([C:28]#[N:29])[CH2:22][CH:23]([CH3:27])[O:24][CH2:25][CH2:26]2)[cH:4][cH:5][cH:6][c:7]1[S:8]([c:9]1[cH:10][cH:11][c:12](-[c:15]2[cH:16][cH:17][n:18][n:19]2[CH3:20])[cH:13][cH:14]1)=[O:30].